Dataset: the Open Reaction Database (ORD), a public repository of structured organic reaction records. Task: describe an organic reaction: reactants, conditions, products, and yield Solvent: CO (Methanol). Isolated yield 133.4%. Starting materials: ClC1=CC(=C(C=2C(C[C@H](CCC21)NC(C)=O)=O)OC)[N+](=O)[O-] (N—((S)-4-Chloro-1-methoxy-2-nitro-9-oxo-6,7,8,9-tetrahydro-5H-benzocyclohepten-7-yl)-acetamide), [H][H] (Hydrogen). Reagents/catalysts: [OH-].[OH-].[Pd+2] (Pd(OH)2/C). Product: NC=1C=CC2=C(C(C[C@H](CC2)NC(C)=O)=O)C1OC (N—((S)-2-Amino-1-methoxy-9-oxo-6,7,8,9-tetrahydro-5H-benzocyclohepten-7-yl)-acetamide). As a reaction SMILES: Cl[C:2]1[C:12]2[CH2:11][CH2:10][C@H:9]([NH:13][C:14](=[O:16])[CH3:15])[CH2:8][C:7](=[O:17])[C:6]=2[C:5]([O:18][CH3:19])=[C:4]([N+:20]([O-])=O)[CH:3]=1.[H][H]>[OH-].[OH-].[Pd+2].CO>[NH2:20][C:4]1[CH:3]=[CH:2][C:12]2[CH2:11][CH2:10][C@H:9]([NH:13][C:14](=[O:16])[CH3:15])[CH2:8][C:7](=[O:17])[C:6]=2[C:5]=1[O:18][CH3:19] |f:2.3.4|. Reported procedure: 632 g) N—((S)-4-Chloro-1-methoxy-2-nitro-9-oxo-6,7,8,9-tetrahydro-5H-benzocyclohepten-7-yl)-acetamide (100 mg, 0.3 mmol), 20% Pd(OH)2/C (30 mg) and Methanol (20 mL) were placed under a blanket of Hydrogen at atmospheric pressure. After 24 h the reaction mixture was filtered and the filtrate concentrated under reduced pressure to yield 105 mg (100%) of N—((S)-2-Amino-1-methoxy-9-oxo-6,7,8,9-tetrahydro-5H-benzocyclohepten-7-yl)-acetamide; hydrochloride. TLC: 5:1 CH2Cl2:MeOH Rf 0.5 homogeneous; (SM... Starting materials: C=C1CC(CC)C(C(=O)OCC)C1, Cc1ccccc1, ClCCl, O=C(O)C(F)(F)F, CC(C)(C#N)N=NC(C)(C)C#N, S[Si](c1ccccc1)(c1ccccc1)c1ccccc1. Product: CCOC(=O)C1CC(CS)CC1CC. RXN SMILES: [CH2:1]([CH3:2])[CH:3]1[CH:4]([C:9](=[O:10])[O:11][CH2:12][CH3:13])[CH2:5][C:6](=[CH2:8])[CH2:7]1.[CH3:53][c:54]1[cH:55][cH:56][cH:57][cH:58][cH:59]1.[Cl:60][CH2:61][Cl:62].[F:46][C:47]([F:48])([F:49])[C:50]([OH:51])=[O:52].[N:34]([C:35]([CH3:36])([CH3:37])[C:38]#[N:39])=[N:40][C:41]([CH3:42])([CH3:43])[C:44]#[N:45].[c:14]1([Si:15]([c:16]2[cH:17][cH:18][cH:19][cH:20][cH:22]2)([SH:21])[c:23]2[cH:24][cH:25][cH:26][cH:27][cH:28]2)[cH:29][cH:30][cH:31][cH:32][cH:33]1>>[CH2:1]([CH3:2])[CH:3]1[CH:4]([C:9](=[O:10])[O:11][CH2:12][CH3:13])[CH2:5][CH:6]([CH2:8][SH:21])[CH2:7]1. The reactants are ClC1=C/C(/NC2=CC=C(C=C12)OC)=C/1\C(=NNC1=O)CCC ((Z)-4-(4-chloro-6-methoxyquinolin-2(1H)-ylidene)-3-propyl-1H-pyrazol-5(4H)-one), C(C)(=O)NC1=CC=C(C=C1)S (4-acetamidothiophenol), C24H24N4O3S, C(CC)C1=NNC(C1)=O (3-Propyl-1H-pyrazol-5(4H)-one), ClC1=CC=[N+](C2=CC=C(C=C12)OC)[O-] (4-chloro-6-methoxyquinoline 1-oxide). The solvent is C(C)O (ethanol), C(C)(=O)OC(C)=O (acetic anhydride). Conditions: temperature 180 celsius. Product: COC=1C=C2C(=C/C(/NC2=CC1)=C/1\C(=NNC1=O)CCC)SC1=CC=C(C=C1)NC(C)=O ((Z)—N-(4-(6-methoxy-2-(5-oxo-3-propyl-1H-pyrazol-4(5H)-ylidene)-1,2-dihydroquinolin-4-ylthio)phenyl)acetamide). As a reaction SMILES: C(C1CC(=O)NN=1)CC.ClC1C2C(=CC=C(OC)C=2)[N+]([O-])=CC=1.Cl[C:25]1[C:34]2[C:29](=[CH:30][CH:31]=[C:32]([O:35][CH3:36])[CH:33]=2)[NH:28]/[C:27](=[C:37]2/[C:38]([CH2:43][CH2:44][CH3:45])=[N:39][NH:40][C:41]/2=[O:42])/[CH:26]=1.[C:46]([NH:49][C:50]1[CH:55]=[CH:54][C:53]([SH:56])=[CH:52][CH:51]=1)(=[O:48])[CH3:47]>C(OC(=O)C)(=O)C.C(O)C>[CH3:36][O:35][C:32]1[CH:33]=[C:34]2[C:29](=[CH:30][CH:31]=1)[NH:28]/[C:27](=[C:37]1/[C:38]([CH2:43][CH2:44][CH3:45])=[N:39][NH:40][C:41]/1=[O:42])/[CH:26]=[C:25]2[S:56][C:53]1[CH:52]=[CH:51][C:50]([NH:49][C:46](=[O:48])[CH3:47])=[CH:55][CH:54]=1. Reported procedure: 3-Propyl-1H-pyrazol-5(4H)-one (1.16 mmol) and 4-chloro-6-methoxyquinoline 1-oxide (0.15 g, 1.16 mmol) were stirred in acetic anhydride (3 mL) at ambient temperature for 30-40 minutes. The reaction mixture was concentrated and the resulting solid was filtered off and washed with a minimum amount of ether. (Z)-4-(4-chloro-6-methoxyquinolin-2(1H)-ylidene)-3-propyl-1H-pyrazol-5(4H)-one (0.06 g, 0.016 mmol) was dissolved in ethanol (1.5 mL) and 4-acetamidothiophenol (0.028 g, 0.016 mmol) was added. T... The reactants are Brc1ccnc2ccccc12, CCCC[Sn](CCCC)(CCCC)c1nc(N2CCOCC2)c2sc(CN3CCN(C(C)(C)C(N)=O)CC3)cc2n1, [Cu+], C1COCCO1, c1ccc(P(c2ccccc2)(c2ccccc2)[Pd](P(c2ccccc2)(c2ccccc2)c2ccccc2)(P(c2ccccc2)(c2ccccc2)c2ccccc2)P(c2ccccc2)(c2ccccc2)c2ccccc2)cc1, O=C([O-])c1cccs1. Yields the product CC(C)(C(N)=O)N1CCN(Cc2cc3nc(-c4ccnc5ccccc45)nc(N4CCOCC4)c3s2)CC1. As a reaction SMILES: [Br:42][c:43]1[cH:44][cH:45][n:46][c:47]2[cH:48][cH:49][cH:50][cH:51][c:52]12.[CH3:1][C:2]([C:3](=[O:4])[NH2:5])([CH3:6])[N:7]1[CH2:8][CH2:9][N:10]([CH2:13][c:14]2[cH:15][c:16]3[n:17][c:18]([Sn:29]([CH2:30][CH2:31][CH2:32][CH3:33])([CH2:34][CH2:35][CH2:36][CH3:37])[CH2:38][CH2:39][CH2:40][CH3:41])[n:19][c:20]([N:23]4[CH2:24][CH2:25][O:26][CH2:27][CH2:28]4)[c:21]3[s:22]2)[CH2:11][CH2:12]1.[Cu+:67].[O:53]1[CH2:54][CH2:55][O:56][CH2:57][CH2:58]1.[cH:68]1[cH:69][cH:70][c:71]([P:72]([Pd:73]([P:74]([c:75]2[cH:76][cH:77][cH:78][cH:79][cH:80]2)([c:81]2[cH:82][cH:83][cH:84][cH:85][cH:86]2)[c:87]2[cH:88][cH:89][cH:90][cH:91][cH:92]2)([P:93]([c:94]2[cH:95][cH:96][cH:97][cH:98][cH:99]2)([c:100]2[cH:101][cH:102][cH:103][cH:104][cH:105]2)[c:106]2[cH:107][cH:108][cH:109][cH:110][cH:111]2)[P:112]([c:113]2[cH:114][cH:115][cH:116][cH:117][cH:118]2)([c:119]2[cH:120][cH:121][cH:122][cH:123][cH:124]2)[c:125]2[cH:126][cH:127][cH:128][cH:129][cH:130]2)([c:131]2[cH:132][cH:133][cH:134][cH:135][cH:136]2)[c:137]2[cH:138][cH:139][cH:140][cH:141][cH:142]2)[cH:143][cH:144]1.[s:59]1[cH:60][cH:61][cH:62][c:63]1[C:64]([O-:65])=[O:66]>>[CH3:1][C:2]([C:3](=[O:4])[NH2:5])([CH3:6])[N:7]1[CH2:8][CH2:9][N:10]([CH2:13][c:14]2[cH:15][c:16]3[n:17][c:18](-[c:43]4[cH:44][cH:45][n:46][c:47]5[cH:48][cH:49][cH:50][cH:51][c:52]45)[n:19][c:20]([N:23]4[CH2:24][CH2:25][O:26][CH2:27][CH2:28]4)[c:21]3[s:22]2)[CH2:11][CH2:12]1. The reactants are CCCc1c(OCc2cccc(C(=O)O)n2)ccc(C(C)=O)c1O, O=C([O-])[O-], CCOCC, CC(C)=O, CCOC(C)=O, CC(C)=O, CN(C)C=O, O=C(Cl)C(=O)Cl, ClCCl, Cl, [K+], [K+], COC(=O)c1cccc(N)c1. Product: CCCc1c(OCc2cccc(C(=O)Nc3cccc(C(=O)OC)c3)n2)ccc(C(C)=O)c1O. As a reaction SMILES: [C:1]([CH3:2])(=[O:3])[c:4]1[c:5]([OH:24])[c:6]([CH2:21][CH2:22][CH3:23])[c:7]([O:8][CH2:9][c:10]2[cH:11][cH:12][cH:13][c:14]([C:16](=[O:17])[OH:18])[n:15]2)[cH:19][cH:20]1.[C:42](=[O:43])([O-:44])[O-:45].[CH2:62]([O:63][CH2:64][CH3:65])[CH3:66].[CH3:51][C:52](=[O:53])[CH3:54].[CH3:56][CH2:57][O:58][C:59](=[O:60])[CH3:61].[CH3:67][C:68]([CH3:69])=[O:70].[CH3:71][N:72]([CH3:73])[CH:74]=[O:75].[Cl:25][C:26]([C:27]([Cl:28])=[O:29])=[O:30].[Cl:48][CH2:49][Cl:50].[ClH:55].[K+:46].[K+:47].[NH2:31][c:32]1[cH:33][c:34]([C:35](=[O:36])[O:37][CH3:38])[cH:39][cH:40][cH:41]1>>[C:1]([CH3:2])(=[O:3])[c:4]1[c:5]([OH:24])[c:6]([CH2:21][CH2:22][CH3:23])[c:7]([O:8][CH2:9][c:10]2[cH:11][cH:12][cH:13][c:14]([C:16](=[O:18])[NH:31][c:32]3[cH:33][c:34]([C:35](=[O:36])[O:37][CH3:38])[cH:39][cH:40][cH:41]3)[n:15]2)[cH:19][cH:20]1. The reactants are C(C(C)(C)C)OC(N(C)C)OCC(C)(C)C (N,N-Dimethylformamide dineopentyl acetal), ClC=1C=NC(NC1)=O (5-chloropyrimidin-2-one), N1=CC(=CC=C1)CO (3-pyridylcarbinol). Run in CN(C=O)C (N,N-dimethylformamide). Reaction conditions: temperature 90 celsius. Yields the product ClC=1C=NC(N(C1)CC=1C=NC=CC1)=O (5-Chloro-1-(pyrid-3-ylmethyl)pyrimidin-2-one). As a reaction SMILES: C(OC(OCC(C)(C)C)N(C)C)C(C)(C)C.[Cl:17][C:18]1[CH:19]=[N:20][C:21](=[O:24])[NH:22][CH:23]=1.[N:25]1[CH:30]=[CH:29][CH:28]=[C:27]([CH2:31]O)[CH:26]=1>CN(C)C=O>[Cl:17][C:18]1[CH:19]=[N:20][C:21](=[O:24])[N:22]([CH2:31][C:27]2[CH:26]=[N:25][CH:30]=[CH:29][CH:28]=2)[CH:23]=1. Procedure: N,N-Dimethylformamide dineopentyl acetal (1.8 ml) was added to a stirred suspension of 5-chloropyrimidin-2-one (522 mg) and 3-pyridylcarbinol (0.55 ml) in dry N,N-dimethylformamide (10 ml) under nitrogen and the mixture was then heated at 90° C. After 1 h the reaction mixture was evaporated to a brown solid which was subjected to column chromatography on silica developing one eluting with chloroform-ethanol, 14:1. This gave a pale yellow solid which was crystallised from acetone to give off whit... Reactants: CC(=O)OC1CSC(Oc2ccc(Br)cc2F)C(OC(C)=O)C1OC(C)=O, OB(O)c1cccnc1. Product: CC(=O)OC1CSC(Oc2ccc(-c3cccnc3)cc2F)C(OC(C)=O)C1OC(C)=O. As a reaction SMILES: [C:1]([CH3:2])(=[O:3])[O:4][CH:5]1[CH:6]([O:7][c:8]2[c:9]([F:15])[cH:10][c:11]([Br:14])[cH:12][cH:13]2)[S:16][CH2:17][CH:18]([O:24][C:25]([CH3:26])=[O:27])[CH:19]1[O:20][C:21]([CH3:22])=[O:23].[n:28]1[cH:29][c:30]([B:34]([OH:35])[OH:36])[cH:31][cH:32][cH:33]1>>[C:1]([CH3:2])(=[O:3])[O:4][CH:5]1[CH:6]([O:7][c:8]2[c:9]([F:15])[cH:10][c:11](-[c:30]3[cH:29][n:28][cH:33][cH:32][cH:31]3)[cH:12][cH:13]2)[S:16][CH2:17][CH:18]([O:24][C:25]([CH3:26])=[O:27])[CH:19]1[O:20][C:21]([CH3:22])=[O:23]. Reactants: E1, ClC=1C=C2N(C(N1)=O)CCN2C (7-chloro-1-methyl-2,3-dihydroimidazo[1,2-c]pyrimidin-5(1H)-one), [H-].[Na+] (sodium hydride), FC=1C=C(OC2=C(C=C(C=C2)CO)C(F)(F)F)C=CC1F ((4-(3,4-difluorophenoxy)-3-(trifluoromethyl)phenyl)methanol). Solvent: C1CCOC1 (THF). Product: FC=1C=C(OC2=C(C=C(COC=3C=C4N(C(N3)=O)CCN4C)C=C2)C(F)(F)F)C=CC1F (7-((4-(3,4-difluorophenoxy)-3-(trifluoromethyl)benzyl)oxy)-1-methyl-2,3-dihydroimidazo[1,2-c]pyrimidin-5(1H)-one). RXN SMILES: [H-].[Na+].[F:3][C:4]1[CH:5]=[C:6]([CH:20]=[CH:21][C:22]=1[F:23])[O:7][C:8]1[CH:13]=[CH:12][C:11]([CH2:14][OH:15])=[CH:10][C:9]=1[C:16]([F:19])([F:18])[F:17].Cl[C:25]1[CH:26]=[C:27]2[N:34]([CH3:35])[CH2:33][CH2:32][N:28]2[C:29](=[O:31])[N:30]=1>C1COCC1>[F:3][C:4]1[CH:5]=[C:6]([CH:20]=[CH:21][C:22]=1[F:23])[O:7][C:8]1[CH:13]=[CH:12][C:11]([CH2:14][O:15][C:25]2[CH:26]=[C:27]3[N:34]([CH3:35])[CH2:33][CH2:32][N:28]3[C:29](=[O:31])[N:30]=2)=[CH:10][C:9]=1[C:16]([F:17])([F:18])[F:19] |f:0.1|. Procedure details: Prepared in a manner similar to that described for E1 using sodium hydride (15.78 mg, 0.394 mmol), (4-(3,4-difluorophenoxy)-3-(trifluoromethyl)phenyl)methanol (80 mg, 0.263 mmol) in THF (8 mL) and 7-chloro-1-methyl-2,3-dihydroimidazo[1,2-c]pyrimidin-5(1H)-one (48.8 mg, 0.263 mmol). Starting materials: C(C1=CC=CC=C1)OC1=C2CCC(C(C2=CC=C1)O)C(=O)OC (5-(benzyloxy)-1-hydroxy-2-(methoxycarbonyl)-1,2,3,4-tetrahydronaphthalene), C1(=CC=C(C=C1)S(=O)(=O)Cl)C (p-toluenesulfonyl chloride), C1(=CC=C(C=C1)S(=O)(=O)Cl)C (p-toluenesulfonyl chloride). Solvent: N1=CC=CC=C1 (pyridine). Run at temperature 70 celsius. The product is C(C1=CC=CC=C1)OC1=C2CCC(=CC2=CC=C1)C(=O)OC (5-(benzyloxy)-2-(methoxycarbonyl)-3,4-dihydronaphthalene). Isolated yield 49.7%. As a reaction SMILES: [CH2:1]([O:8][C:9]1[CH:18]=[CH:17][CH:16]=[C:15]2[C:10]=1[CH2:11][CH2:12][CH:13]([C:20]([O:22][CH3:23])=[O:21])[CH:14]2O)[C:2]1[CH:7]=[CH:6][CH:5]=[CH:4][CH:3]=1.C1(C)C=CC(S(Cl)(=O)=O)=CC=1>N1C=CC=CC=1>[CH2:1]([O:8][C:9]1[CH:18]=[CH:17][CH:16]=[C:15]2[C:10]=1[CH2:11][CH2:12][C:13]([C:20]([O:22][CH3:23])=[O:21])=[CH:14]2)[C:2]1[CH:3]=[CH:4][CH:5]=[CH:6][CH:7]=1. Procedure details: To a solution of 5.96 g of 5-(benzyloxy)-1-hydroxy-2-(methoxycarbonyl)-1,2,3,4-tetrahydronaphthalene in 23 ml of anhydrous pyridine, 4.37 g of p-toluenesulfonyl chloride was added. After stirring with heating at 70° C. for 3 hours, 0.72 g of p-toluenesulfonyl chloride was further added, followed by stirring for 1.5 hours. The reaction solution was extracted with diethyl ether after adding iced water. The extract was washed in turn with water, 10% hydrochloric acid, water and an aqueous saturated...